This data is from the Open Reaction Database (ORD), a public repository of structured organic reaction records. The task is: describe an organic reaction: reactants, conditions, products, and yield Reaction SMILES: [CH:1]([C:3]1[CH:18]=[CH:17][C:6]([O:7][C:8]2[CH:16]=[CH:15][C:11]([C:12]([NH2:14])=[O:13])=[CH:10][N:9]=2)=[CH:5][CH:4]=1)=O.[CH:19]1([N:24]2[CH2:29][CH2:28][NH:27][CH2:26][CH2:25]2)[CH2:23][CH2:22][CH2:21][CH2:20]1.[BH4-].[Na+]>CO>[CH:19]1([N:24]2[CH2:25][CH2:26][N:27]([CH2:1][C:3]3[CH:18]=[CH:17][C:6]([O:7][C:8]4[CH:16]=[CH:15][C:11]([C:12]([NH2:14])=[O:13])=[CH:10][N:9]=4)=[CH:5][CH:4]=3)[CH2:28][CH2:29]2)[CH2:20][CH2:21][CH2:22][CH2:23]1 |f:2.3|. Run in CO (methanol). Yield: 36.2%. The product is C1(CCCC1)N1CCN(CC1)CC1=CC=C(OC2=NC=C(C(=O)N)C=C2)C=C1 (6-[4-(4-Cyclopentyl-piperazin-1-ylmethyl)-phenoxy]-nicotinamide). Reactants: [BH4-].[Na+] (sodium borohydride), C(=O)C1=CC=C(OC2=NC=C(C(=O)N)C=C2)C=C1 (6-(4-Formyl-phenoxy)-nicotinamide), C(=O)C1=CC=C(OC2=NC=C(C(=O)N)C=C2)C=C1 (6-(4-Formyl-phenoxy)-nicotinamide), C1(CCCC1)N1CCNCC1 (1-cyclopentyl piperazine). Run at time 15.5 hour. Reported procedure: Combine 6-(4-formyl-phenoxy)-nicotinamide (compound of example 332, step 1) (0.303 g, 1.25 mmol) and 1-cyclopentyl piperazine (0.198 g, 1.28 mmol) in methanol (11 mL) and stir. After 15.5 h, add sodium borohydride (0.109 g, 2.88 mmol), and stir at ambient temperature. After 1 h, concentrate the reaction mixture and purify by silica gel chromatography (ethyl acetate→4:1 ethyl acetate:methanol) to provide 0.172 g (36%) of the title compound as an off white solid: high resolution mass spectrum (ele... Reactants: ClC1=CC(=CC=C1)C(=O)OO (m-chloroperbenzoic acid), C(C)OC(=O)N1[C@@H](C[C@@H](C2=NC(=CC=C12)OC)NC1=NC=C(C(=N1)CC1=CC(=CC(=C1)C(F)(F)F)C(F)(F)F)OCCSC)CC ((2R*,4S*)-4-{[3,5-Bis(trifluoromethyl)benzyl]-[5-(2-methylsulfanyl-ethoxy)pyrimidin-2-yl]}amino-2-ethyl-6-methoxy-3,4-dihydro-2H-[1,5]naphthyridine-1-carboxylic acid ethyl ester), C(O)([O-])=O.[Na+] (sodium hydrogen carbonate). Solvent: C(Cl)(Cl)Cl (chloroform). Conditions: time 2 hour. Product: C(C)OC(=O)N1[C@@H](C[C@@H](C2=NC(=CC=C12)OC)NC1=NC=C(C(=N1)CC1=CC(=CC(=C1)C(F)(F)F)C(F)(F)F)OCCS(=O)C)CC ((2R*,4S*)-4-{[3,5-bis(trifluoromethyl)benzyl]-[5-(2-methylsulfinylethoxy)pyrimidin-2-yl]}amino-2-ethyl-6-methoxy-3,4-dihydro-2H-[1,5]naphthyridine-1-carboxylic acid ethyl ester). Isolated yield 81.4%. Reaction SMILES: [CH2:1]([O:3][C:4]([N:6]1[C:15]2[C:10](=[N:11][C:12]([O:16][CH3:17])=[CH:13][CH:14]=2)[C@@H:9]([NH:18][C:19]2[N:24]=[C:23]([CH2:25][C:26]3[CH:31]=[C:30]([C:32]([F:35])([F:34])[F:33])[CH:29]=[C:28]([C:36]([F:39])([F:38])[F:37])[CH:27]=3)[C:22]([O:40][CH2:41][CH2:42][S:43][CH3:44])=[CH:21][N:20]=2)[CH2:8][C@H:7]1[CH2:45][CH3:46])=[O:5])[CH3:2].ClC1C=CC=C(C(OO)=[O:55])C=1.C(=O)([O-])O.[Na+]>C(Cl)(Cl)Cl>[CH2:1]([O:3][C:4]([N:6]1[C:15]2[C:10](=[N:11][C:12]([O:16][CH3:17])=[CH:13][CH:14]=2)[C@@H:9]([NH:18][C:19]2[N:24]=[C:23]([CH2:25][C:26]3[CH:31]=[C:30]([C:32]([F:33])([F:34])[F:35])[CH:29]=[C:28]([C:36]([F:37])([F:38])[F:39])[CH:27]=3)[C:22]([O:40][CH2:41][CH2:42][S:43]([CH3:44])=[O:55])=[CH:21][N:20]=2)[CH2:8][C@H:7]1[CH2:45][CH3:46])=[O:5])[CH3:2] |f:2.3|. Reported procedure: (2R*,4S*)-4-{[3,5-Bis(trifluoromethyl)benzyl]-[5-(2-methylsulfanyl-ethoxy)pyrimidin-2-yl]}amino-2-ethyl-6-methoxy-3,4-dihydro-2H-[1,5]naphthyridine-1-carboxylic acid ethyl ester (150 mg) is dissolved in chloroform (1 ml), then thereto is added m-chloroperbenzoic acid (60 mg) is added thereto, and the mixture is stirred at room temperature for 2 hours. After addition of a saturated aqueous sodium hydrogen carbonate solution, the reaction mixture is extracted with ethyl acetate. The organic layer ... Reactants: ClCC=1N=C(SC1)C=O (4-chloromethyl-thiazole-2-carbaldehyde), C[Al](C)C (trimethylaluminum), solution, N#N (N2), [NH4+].[Cl-] (NH4Cl), Cl (HCl). Solvent: C(Cl)Cl (CH2Cl2), CCCCCCC (heptane), C(Cl)Cl (CH2Cl2). Conditions: temperature 0 celsius, time 45 minute. The product is ClCC=1N=C(SC1)C(C)O (1-(4-Chloromethyl-thiazol-2-yl)ethanol). Reaction SMILES: N#N.[Cl:3][CH2:4][C:5]1[N:6]=[C:7]([CH:10]=[O:11])[S:8][CH:9]=1.[CH3:12][Al](C)C.[NH4+].[Cl-].Cl>C(Cl)Cl.CCCCCCC>[Cl:3][CH2:4][C:5]1[N:6]=[C:7]([CH:10]([OH:11])[CH3:12])[S:8][CH:9]=1 |f:3.4|. Reported procedure: In a flame dried round-bottomed flask equipped with a magnetic stir bar and under inert atmosphere (N2), a solution of 4-chloromethyl-thiazole-2-carbaldehyde (1.05 g, 6.49 mmol) in CH2Cl2 (65.0 mL) was treated at 0° C. with trimethylaluminum (32.45 mL of a 1M solution in heptane, 32.45 mmol). The reaction mixture was then stirred at 0° C. for 45 min. CH2Cl2 (100.0 mL) followed by sat. aq. NH4Cl (80 mL) was then added. The mixture was then treated with 1N HCl (100 mL) and the aq. layer was extrac... The reactants are BrCc1ccc(-n2cccn2)cc1, O=C([O-])[O-], CN(C)C=O, O=C1NCCCCC1NS(=O)(=O)c1ccc(Cl)cc1, [I-], [K+], [K+], [K+]. Product: O=C1NCCCCC1N(Cc1ccc(-n2cccn2)cc1)S(=O)(=O)c1ccc(Cl)cc1. RXN SMILES: [Br:20][CH2:21][c:22]1[cH:23][cH:24][c:25](-[n:28]2[n:29][cH:30][cH:31][cH:32]2)[cH:26][cH:27]1.[C:33](=[O:34])([O-:35])[O-:36].[CH3:41][N:42]([CH3:43])[CH:44]=[O:45].[Cl:1][c:2]1[cH:3][cH:4][c:5]([S:8](=[O:9])(=[O:10])[NH:11][CH:12]2[C:13](=[O:19])[NH:14][CH2:15][CH2:16][CH2:17][CH2:18]2)[cH:6][cH:7]1.[I-:40].[K+:37].[K+:38].[K+:39]>>[Cl:1][c:2]1[cH:3][cH:4][c:5]([S:8](=[O:9])(=[O:10])[N:11]([CH:12]2[C:13](=[O:19])[NH:14][CH2:15][CH2:16][CH2:17][CH2:18]2)[CH2:21][c:22]2[cH:23][cH:24][c:25](-[n:28]3[n:29][cH:30][cH:31][cH:32]3)[cH:26][cH:27]2)[cH:6][cH:7]1. The reactants are [Br-], CC(C)=CCCl, CCCCCCCCCCCCCCCC[N+](C)(C)C, CCC(=O)Cc1ccccc1, [Na+], [OH-]. RXN SMILES: [Br-:20].[CH2:14]([CH:15]=[C:16]([CH3:17])[CH3:18])[Cl:19].[CH2:21]([N+:22]([CH3:23])([CH3:24])[CH3:25])[CH2:26][CH2:27][CH2:28][CH2:29][CH2:30][CH2:31][CH2:32][CH2:33][CH2:34][CH2:35][CH2:36][CH2:37][CH2:38][CH2:39][CH3:40].[CH2:3]([c:4]1[cH:5][cH:6][cH:7][cH:8][cH:9]1)[C:10](=[O:11])[CH2:12][CH3:13].[Na+:2].[OH-:1]>>[CH:3]([c:4]1[cH:5][cH:6][cH:7][cH:8][cH:9]1)([C:10](=[O:11])[CH2:12][CH3:13])[CH2:14][CH:15]=[C:16]([CH3:17])[CH3:18]. The product is CCC(=O)C(CC=C(C)C)c1ccccc1. Reactants: CCOP(C)(=O)c1cc(Oc2ccc(C(F)(F)F)cc2Cl)ccc1[N+](=O)[O-], Cl, O. The product is CP(=O)(O)c1cc(Oc2ccc(C(F)(F)F)cc2Cl)ccc1[N+](=O)[O-]. RXN SMILES: [CH3:1][P:2]([O:3][CH2:4][CH3:5])(=[O:6])[c:7]1[c:8]([N+:25](=[O:26])[O-:27])[cH:9][cH:10][c:11]([O:13][c:14]2[c:15]([Cl:24])[cH:16][c:17]([C:20]([F:21])([F:22])[F:23])[cH:18][cH:19]2)[cH:12]1.[ClH:29].[OH2:28]>>[CH3:1][P:2](=[O:3])([OH:6])[c:7]1[c:8]([N+:25](=[O:26])[O-:27])[cH:9][cH:10][c:11]([O:13][c:14]2[c:15]([Cl:24])[cH:16][c:17]([C:20]([F:21])([F:22])[F:23])[cH:18][cH:19]2)[cH:12]1.